From a dataset of the Open Reaction Database (ORD), a public repository of structured organic reaction records. describe an organic reaction: reactants, conditions, products, and yield The reactants are Br, O=C(NC(Cc1ccccc1)(c1cc(F)cc(C(F)(F)F)c1)c1ccc(Cl)cn1)Oc1ccc([N+](=O)[O-])cc1, FC1(F)CCNC1. Yields the product O=C(NC(Cc1ccccc1)(c1cc(F)cc(C(F)(F)F)c1)c1ccc(Cl)cn1)N1CCC(F)(F)C1. As a reaction SMILES: [BrH:40].[Cl:1][c:2]1[cH:3][cH:4][c:5]([C:8]([CH2:9][c:10]2[cH:11][cH:12][cH:13][cH:14][cH:15]2)([c:16]2[cH:17][c:18]([F:26])[cH:19][c:20]([C:22]([F:23])([F:24])[F:25])[cH:21]2)[NH:27][C:28]([O:29][c:30]2[cH:31][cH:32][c:33]([N+:34]([O-:35])=[O:36])[cH:37][cH:38]2)=[O:39])[n:6][cH:7]1.[F:41][C:42]1([F:47])[CH2:43][NH:44][CH2:45][CH2:46]1>>[Cl:1][c:2]1[cH:3][cH:4][c:5]([C:8]([CH2:9][c:10]2[cH:11][cH:12][cH:13][cH:14][cH:15]2)([c:16]2[cH:17][c:18]([F:26])[cH:19][c:20]([C:22]([F:23])([F:24])[F:25])[cH:21]2)[NH:27][C:28](=[O:39])[N:44]2[CH2:43][C:42]([F:41])([F:47])[CH2:46][CH2:45]2)[n:6][cH:7]1. Reactants: C(C1=CC=CC=C1)#N (benzonitrile), ON1C(C=2C(C1=O)=CC=CC2)=O (N-hydroxyphthalimide), cobalt acetate Co(OAc)2, Co(AA)2, resultant mixture. The solvent is C1CCCCC1 (cyclohexane), C1CCCCC1 (cyclohexane). Yields the product C1(CCCCC1)=O (cyclohexanone), C1(CCCCC1)O (cyclohexanol). Isolated yield 1.0%. RXN SMILES: C(#N)[C:2]1[CH:7]=[CH:6][CH:5]=[CH:4][CH:3]=1.[OH:9]N1C(=O)C2=CC=CC=C2C1=O>C1CCCCC1>[C:2]1(=[O:9])[CH2:7][CH2:6][CH2:5][CH2:4][CH2:3]1.[CH:2]1([OH:9])[CH2:7][CH2:6][CH2:5][CH2:4][CH2:3]1. Procedure details: To 20 ml of benzonitrile were added 10 mmol of cyclohexane, 1 mmol of N-hydroxyphthalimide, 0.01 mmol of cobalt acetate Co(OAc)2, and 0.05 mmol of acetylacetonatocobalt Co(AA)2 and the resultant mixture was stirred under an oxygen atmosphere at a temperature of 75° C. for 16 hours. The products in the reaction mixture were analyzed by gas chromatography, and, as a result, cyclohexane was converted into cyclohexanone (yield 10%) and cyclohexanol (yield 1%) with a conversion of 12%. Adipic acid wa...